This data is from the Open Reaction Database (ORD), a public repository of structured organic reaction records. The task is: describe an organic reaction: reactants, conditions, products, and yield The reactants are BrC1=CC(=C(CN2C(=NC3=C2C=CC(=C3)OCC3=NC2=CC=CC=C2C=C3)[C@H]3C([C@H]3C(=O)OC)(C)C)C=C1)F (racemic methyl cis-3-[1-(4-bromo-2-fluorobenzyl)-5-(quinolin-2-ylmethoxy)-1H-benzimidazol-2-yl]-2,2-dimethylcyclopropanecarboxylate), FC=1C=C(C=CC1F)B(O)O ((3,4-difluorophenyl)boronic acid). Product: CC1([C@H]([C@H]1C1=NC2=C(N1CC1=C(C=C(C=C1)C1=CC(=C(C=C1)F)F)F)C=CC(=C2)OCC2=NC1=CC=CC=C1C=C2)C(=O)O)C (racemic cis-2,2-Dimethyl-3-{5-(quinolin-2-ylmethoxy)-1-[(3,3′,4′-trifluorobiphenyl-4-yl)methyl]-1H-benzimidazol-2-yl}cyclopropanecarboxylic acid). RXN SMILES: Br[C:2]1[CH:38]=[CH:37][C:5]([CH2:6][N:7]2[C:11]3[CH:12]=[CH:13][C:14]([O:16][CH2:17][C:18]4[CH:27]=[CH:26][C:25]5[C:20](=[CH:21][CH:22]=[CH:23][CH:24]=5)[N:19]=4)=[CH:15][C:10]=3[N:9]=[C:8]2[C@@H:28]2[C@H:30]([C:31]([O:33]C)=[O:32])[C:29]2([CH3:36])[CH3:35])=[C:4]([F:39])[CH:3]=1.[F:40][C:41]1[CH:42]=[C:43](B(O)O)[CH:44]=[CH:45][C:46]=1[F:47]>>[CH3:35][C:29]1([CH3:36])[C@H:28]([C:8]2[N:7]([CH2:6][C:5]3[CH:37]=[CH:38][C:2]([C:44]4[CH:43]=[CH:42][C:41]([F:40])=[C:46]([F:47])[CH:45]=4)=[CH:3][C:4]=3[F:39])[C:11]3[CH:12]=[CH:13][C:14]([O:16][CH2:17][C:18]4[CH:27]=[CH:26][C:25]5[C:20](=[CH:21][CH:22]=[CH:23][CH:24]=5)[N:19]=4)=[CH:15][C:10]=3[N:9]=2)[C@@H:30]1[C:31]([OH:33])=[O:32]. Procedure details: The title compound was prepared using similar methods to those in Example 97 using racemic methyl cis-3-[1-(4-bromo-2-fluorobenzyl)-5-(quinolin-2-ylmethoxy)-1H-benzimidazol-2-yl]-2,2-dimethylcyclopropanecarboxylate and (3,4-difluorophenyl)boronic acid in Step A. MS (ESI): mass calcd. for C36H28F3N3O3, 607.21; m/z found, 608.1 [M+H]+. 1H NMR (500 MHz, CDCl3) δ 8.20 (d, J=8.5, 1H), 8.11 (d, J=8.5, 1H), 7.83 (d, J=8.2, 1H), 7.76-7.72 (m, 1H), 7.68 (d, J=8.5, 1H), 7.58-7.54 (m, 1H), 7.35-7.20 (m, 7H... Yields the product C(C1=CC=CC=C1)OC1CC(C1)=O (3-(benzyloxy)cyclobutanone). Reaction SMILES: CS([C:4]1(SC)[CH2:7][CH:6]([O:8][CH2:9][C:10]2[CH:15]=[CH:14][CH:13]=[CH:12][CH:11]=2)[CH2:5]1)=O.Cl(O)(=O)(=O)=[O:19].C([O-])(O)=O.[Na+].[O-]S([O-])(=O)=O.[Mg+2]>CCOCC>[CH2:9]([O:8][CH:6]1[CH2:7][C:4](=[O:19])[CH2:5]1)[C:10]1[CH:15]=[CH:14][CH:13]=[CH:12][CH:11]=1 |f:2.3,4.5|. The solvent is CCOCC (Et2O). Procedure details: ([3-(methylsulfinyl)-3-(methylthio)cyclobutyl]oxymethyl)benzene (2.4 g, 0.0089 mol) was dissolved in Et2O (40 mL) and 35% perchloric acid (1.8 mL) was added. The resulting mixture was stirred at rt overnight. To the reaction mixture was added solid NaHCO3 and MgSO4 and stirred for a while. The insoluble solid was filtered off. The filtrate was concentrated and purified with combiflash (silica gel, 100% dichloromethane) to give the desired product (0.7 g) as light yellow oil. LCMS calculated for ... The reactants are CS(=O)C1(CC(C1)OCC1=CC=CC=C1)SC (([3-(methylsulfinyl)-3-(methylthio)cyclobutyl]oxymethyl)benzene), C(=O)(O)[O-].[Na+] (NaHCO3), [O-]S(=O)(=O)[O-].[Mg+2] (MgSO4), Cl(=O)(=O)(=O)O (perchloric acid). Reaction conditions: time 8 hour.